Dataset: the Open Reaction Database (ORD), a public repository of structured organic reaction records. Task: describe an organic reaction: reactants, conditions, products, and yield Reactants: BrC=1C(=NC(=CC1)C)O (3-Bromo-6-methylpyridine-2-ol), [Br-].[Li+] (Lithium bromide), [H-].[Na+] (Sodium hydride), oil, IC (iodomethane). Solvent: C(Cl)Cl (DCM), C1CCOC1 (THF). The product is BrC=1C(N(C(=CC1)C)C)=O (3-Bromo-1,6-dimethyl-1H-pyridin-2-one). The yield is 55.6%. Reaction SMILES: [Br:1][C:2]1[C:3]([OH:9])=[N:4][C:5]([CH3:8])=[CH:6][CH:7]=1.[H-].[Na+].[Br-].[Li+].I[CH3:15]>C1COCC1.C(Cl)Cl>[Br:1][C:2]1[C:3](=[O:9])[N:4]([CH3:15])[C:5]([CH3:8])=[CH:6][CH:7]=1 |f:1.2,3.4|. Procedure: 3-Bromo-6-methylpyridine-2-ol (2 g, 10.6 mmol) was taken up in THF and stirred. Sodium hydride (60% in oil 510 mg, 12.7 mmol) was added portion wise then stirred 30 minutes. Lithium bromide (1.85 g, 21.2 mmol) was added and stirred for 1 hour. Then iodomethane (1.32 mL, 21.2 mmol) was added and the reaction mixture was stirred overnight. The reaction mixture was diluted with DCM and washed with 1N NaOH. The DCM layer was dried over magnesium sulfate, filtered and dried in vacuo to afford 1.19 g ... The reactants are CCOC(=O)C=C1CCCCC1, CCO, [Na+], [OH-]. The product is O=C(O)C=C1CCCCC1. RXN SMILES: [C:1]1(=[CH:7][C:8](=[O:9])[O:10][CH2:11][CH3:12])[CH2:2][CH2:3][CH2:4][CH2:5][CH2:6]1.[CH3:15][CH2:16][OH:17].[Na+:14].[OH-:13]>>[C:1]1(=[CH:7][C:8](=[O:9])[OH:10])[CH2:2][CH2:3][CH2:4][CH2:5][CH2:6]1. Starting materials: COC(CNC1=CC(=CC=C1)OC1=CC=CC=C1)=O (N-(3-Phenoxyphenyl)glycine methyl ester), COC(CNC1=CC(=CC=C1)OC1=CC=CC=C1)=O (N-(3-Phenoxyphenyl)glycine methyl ester), N(=O)[O-].[Na+] (sodium nitrite). Reagents/catalysts: [Zn] (Zinc). Solvent: C(C)(=O)O (acetic acid), O (water), O (water), O (water). Reaction conditions: time 1 hour. Product: O(C1=CC=CC=C1)C=1C=C(C=CC1)N(N)CC(=O)OC (Methyl [1-(3-phenoxyphenyl)hydrazino]acetate). The yield is 25.5%. As a reaction SMILES: [CH3:1][O:2][C:3](=[O:19])[CH2:4][NH:5][C:6]1[CH:11]=[CH:10][CH:9]=[C:8]([O:12][C:13]2[CH:18]=[CH:17][CH:16]=[CH:15][CH:14]=2)[CH:7]=1.[N:20]([O-])=O.[Na+]>C(O)(=O)C.O.[Zn]>[O:12]([C:8]1[CH:7]=[C:6]([N:5]([CH2:4][C:3]([O:2][CH3:1])=[O:19])[NH2:20])[CH:11]=[CH:10][CH:9]=1)[C:13]1[CH:18]=[CH:17][CH:16]=[CH:15][CH:14]=1 |f:1.2|. Reported procedure: N-(3-Phenoxyphenyl)glycine methyl ester (Intermediate 48; 10 g, 0.0389 mol) was dissolved in a mixture of glacial acetic acid (60 ml) and water (7 ml) and the solution was cooled to between 0° and 5° C. A solution of sodium nitrite (2.8 g, 0.0408 mol) in water (8.5 ml) was added to this over 15 min at the same low temperature. The solution was stirred for 1 h before being cooled to between 0° and -10° C. Zinc powder (9.9 g, 0.1517 mol) was gradually added at this temperature and the reaction was... The reactants are C1(=CC=CC=C1)C=1C=C(C=NC1Cl)OC[C@H]1N(CC1)C(=O)OC(C)(C)C (5-phenyl-6-chloro-3-(1-BOC-2-(S)-azetidinylmethoxy)pyridine), C(=O)(C(F)(F)F)O (TFA). Solvent: C(Cl)Cl (CH2Cl2). Conditions: time 30 minute. Product: Cl.C1(=CC=CC=C1)C=1C=C(C=NC1Cl)OC[C@H]1NCC1 (5-Phenyl-6-chloro-3-(2-(S)-azetidinylmethoxy)pyridine hydrochloride). RXN SMILES: [C:1]1([C:7]2[CH:8]=[C:9]([O:14][CH2:15][C@@H:16]3[CH2:19][CH2:18][N:17]3C(OC(C)(C)C)=O)[CH:10]=[N:11][C:12]=2[Cl:13])[CH:6]=[CH:5][CH:4]=[CH:3][CH:2]=1.C(O)(C(F)(F)F)=O>C(Cl)Cl>[ClH:13].[C:1]1([C:7]2[CH:8]=[C:9]([O:14][CH2:15][C@@H:16]3[CH2:19][CH2:18][NH:17]3)[CH:10]=[N:11][C:12]=2[Cl:13])[CH:2]=[CH:3][CH:4]=[CH:5][CH:6]=1 |f:3.4|. Procedure details: To 5-phenyl-6-chloro-3-(1-BOC-2-(S)-azetidinylmethoxy)pyridine from step 67a (380 mg) was added TFA in CH2Cl2 at 0° C., and the mixture was stirred for 30 minutes. The volatiles were then removed under vacuum. The residue was neutralized with NaHCO3 to pH 8, then extracted with CH2Cl2, which was dried over MgSO4 and concentrated. The residue was chromatographed on a silica gel column, eluting with CH2Cl2 :MeOH:NH4OH 10:1:0.1 to afford to give the free base of the title compound. MS (CI/NH3) m/z ... RXN SMILES: [CH3:1][C:2]1[CH:7]=[C:6]([N+:8]([O-:10])=[O:9])[C:5]([CH3:11])=[CH:4][C:3]=1[C:12](=[O:14])[CH3:13].CO.[Br:17]Br>Br.O>[Br:17][CH2:13][C:12]([C:3]1[CH:4]=[C:5]([CH3:11])[C:6]([N+:8]([O-:10])=[O:9])=[CH:7][C:2]=1[CH3:1])=[O:14]. Reactants: CC1=C(C=C(C(=C1)[N+](=O)[O-])C)C(C)=O (1-(2,5-dimethyl-4-nitrophenyl)ethanone), CO (methanol), BrBr (bromine). The product is BrCC(=O)C1=C(C=C(C(=C1)C)[N+](=O)[O-])C (2-bromo-1-(2,5-dimethyl-4-nitrophenyl)ethanone). Reported procedure: To a mixture of 1-(2,5-dimethyl-4-nitrophenyl)ethanone (300 mg, 1.55 mmol) in HBr (48%) (5 mL)/methanol (2.4 mL) was added bromine (250 mg, 1.55 mmol). The mixture was stirred at room temperature for 4 hrs. The mixture was diluted with water and extracted with ethyl acetate (2×20 mL). The organic layer was washed with brine and concentrated. The residue was purified with silica gel column chromatography (10% ethyl acetate in hexanes) to afford 2-bromo-1-(2,5-dimethyl-4-nitrophenyl)ethanone as a ... The solvent is O (water), Br (HBr). Reaction conditions: time 4 hour. Reactants: C(C)(C)(C)OC(=O)N(C)CC(=O)O (N-t-butoxycarbonyl-sarcosine), N12CCCCCC2=NCCC1 (1,8-diazabicyclo [5.4.0]-undec-7-ene), CI (methyl iodide), CI (methyl iodide). Run in C1=CC=CC=C1 (benzene). The product is COC(CN(C)C(=O)OC(C)(C)C)=O (N-t-butoxycarbonyl-sarcosine methyl ester). Isolated yield 86.4%. As a reaction SMILES: [C:1]([O:5][C:6]([N:8]([CH2:10][C:11]([OH:13])=[O:12])[CH3:9])=[O:7])([CH3:4])([CH3:3])[CH3:2].N12CCCN=C1CCCC[CH2:15]2.CI>C1C=CC=CC=1>[CH3:15][O:12][C:11](=[O:13])[CH2:10][N:8]([C:6]([O:5][C:1]([CH3:4])([CH3:2])[CH3:3])=[O:7])[CH3:9]. Reported procedure: To a solution of N-t-butoxycarbonyl-sarcosine (50 g; 0.264 mol) in 700 ml of benzene was added 1,8-diazabicyclo [5.4.0]-undec-7-ene (DBU; 40.19 g, 0.264 mol) in one portion. To the above clear solution was added 74.84 g (0.528 mol) of methyl iodide in one portion and the resulting clear solution was allowed to reflux for 7 hours. After adding additional methyl iodide (16 ml), the reaction mixture was refluxed with stirring and then cooled to room temperature, and stirred overnight. The reaction ... The reactants are [BH4-].[Na+] (sodium borohydride), Cl.COC(=O)C=1CN(CCC1O)CCC1COC2=C(O1)C=CC=C2 (1-[2-(benzo-1,4-dioxan-2-yl)ethyl]-4-hydroxy-1,2,5,6-tetrahydropyridine-3-carboxylic acid methyl ester hydrochloride), Cl.COC(=O)C1CN(CCC1=O)CCC1COC2=C(O1)C=CC=C2 (1-[2-(benzo-1,4-dioxan-2-yl)ethyl]-4-oxopiperidine-3-carboxylic acid methyl ester hydrochloride). Run in CO (methanol). Reaction conditions: time 4 hour. The product is COC(=O)[C@@H]1CN(CC[C@H]1O)CCC1COC2=C(O1)C=CC=C2 (trans-1-[2-(benzo-1,4-dioxan-2-yl)ethyl]-4-hydroxypiperidine-3-carboxylic acid methyl ester). The yield is 48.1%. As a reaction SMILES: [BH4-].[Na+].Cl.[CH3:4][O:5][C:6]([C:8]1[CH2:9][N:10]([CH2:15][CH2:16][CH:17]2[O:22][C:21]3[CH:23]=[CH:24][CH:25]=[CH:26][C:20]=3[O:19][CH2:18]2)[CH2:11][CH2:12][C:13]=1[OH:14])=[O:7].Cl.COC(C1C(=O)CCN(CCC2OC3C=CC=CC=3OC2)C1)=O>CO>[CH3:4][O:5][C:6]([C@H:8]1[C@H:13]([OH:14])[CH2:12][CH2:11][N:10]([CH2:15][CH2:16][CH:17]2[O:22][C:21]3[CH:23]=[CH:24][CH:25]=[CH:26][C:20]=3[O:19][CH2:18]2)[CH2:9]1)=[O:7] |f:0.1,2.3,4.5|. Procedure: At -15° and while stirring, 2.65 g (70 mmol) of sodium borohydride are added in portions over a period of one hour to a suspension of 12.45 g (35 mmol) of 1-[2-(benzo-1,4-dioxan-2-yl)ethyl]-4-hydroxy-1,2,5,6-tetrahydropyridine-3-carboxylic acid methyl ester hydrochloride or 1-[2-(benzo-1,4-dioxan-2-yl)ethyl]-4-oxopiperidine-3-carboxylic acid methyl ester hydrochloride, respectively, in 250 ml of methanol. Stirring is continued for a further 4 hours at -10° and then the reaction mixture is concen... Reactants: C(C)(C)(C)OC(N[C@@H]1[C@@H](CCCC1)NC=1N=NC(=C(C1)NC1=NC(=CC=C1)C)C(N)=O)=O ({(1S,2R)-2-[6-Carbamoyl-5-(6-methyl-pyridin-2-ylamino)-pyridazin-3-ylamino]-cyclohexyl}-carbamic acid tert-butyl ester), C([O-])(O)=O.[Na+] (sodium bicarbonate), FC(C(=O)O)(F)F (Trifluoroacetic acid). Run in ClCCl (dichloromethane). Reaction conditions: temperature 0 celsius, time 4 hour. The product is [NH4+].[OH-] (NH4OH), N[C@@H]1[C@@H](CCCC1)NC1=CC(=C(N=N1)C(=O)N)NC1=NC(=CC=C1)C (6-((1R,2S)-2-amino-cyclohexylamino)-4-(6-methyl-pyridin-2-ylamino)-pyridazine-3-carboxylic acid amide). Yield: 83.9%. RXN SMILES: C([O:5]C(=O)[NH:7][C@H:8]1[CH2:13][CH2:12][CH2:11][CH2:10][C@H:9]1[NH:14][C:15]1[N:16]=[N:17][C:18]([C:29](=[O:31])[NH2:30])=[C:19]([NH:21][C:22]2[CH:27]=[CH:26][CH:25]=[C:24]([CH3:28])[N:23]=2)[CH:20]=1)(C)(C)C.FC(F)(F)C(O)=O.C(=O)(O)[O-].[Na+]>ClCCl>[NH4+:7].[OH-:5].[NH2:7][C@H:8]1[CH2:13][CH2:12][CH2:11][CH2:10][C@H:9]1[NH:14][C:15]1[N:16]=[N:17][C:18]([C:29]([NH2:30])=[O:31])=[C:19]([NH:21][C:22]2[CH:27]=[CH:26][CH:25]=[C:24]([CH3:28])[N:23]=2)[CH:20]=1 |f:2.3,5.6|. Procedure: {(1S,2R)-2-[6-Carbamoyl-5-(6-methyl-pyridin-2-ylamino)-pyridazin-3-ylamino]-cyclohexyl}-carbamic acid tert-butyl ester (188 mg, 0.426 mmol) was dissolved in dichloromethane (4 mL) then cooled to 0° C. Trifluoroacetic acid (2 mL, 25 mmol) was added drop-wise then the reaction mixture was warmed to 25° C. After 4 h, the mixture was cooled in an ice bath and neutralized with sodium bicarbonate solution. The mixture was extracted with ethyl acetate, and the combined organic layers washed with brine,...